This data is from the Open Reaction Database (ORD), a public repository of structured organic reaction records. The task is: describe an organic reaction: reactants, conditions, products, and yield Reagents/catalysts: C=1C=CC(=CC1)[P](C=2C=CC=CC2)(C=3C=CC=CC3)[Pd]([P](C=4C=CC=CC4)(C=5C=CC=CC5)C=6C=CC=CC6)([P](C=7C=CC=CC7)(C=8C=CC=CC8)C=9C=CC=CC9)[P](C=1C=CC=CC1)(C=1C=CC=CC1)C=1C=CC=CC1 (Pd(Ph3P)4). Yield: 64.0%. As a reaction SMILES: Br[C:2]1[C:3]([N:21]2[CH2:26][CH2:25][C:24]([CH3:28])([CH3:27])[CH2:23][CH2:22]2)=[C:4]([C@H:10]([O:16][C:17]([CH3:20])([CH3:19])[CH3:18])[C:11]([O:13][CH2:14][CH3:15])=[O:12])[C:5]([CH3:9])=[N:6][C:7]=1[CH3:8].[CH3:29][O:30][C:31]1[CH:47]=[CH:46][C:34]([CH2:35][O:36][C:37]2[CH:42]=[CH:41][C:40](B(O)O)=[CH:39][CH:38]=2)=[CH:33][CH:32]=1.C([O-])([O-])=O.[Na+].[Na+]>CN(C=O)C.C1C=CC([P]([Pd]([P](C2C=CC=CC=2)(C2C=CC=CC=2)C2C=CC=CC=2)([P](C2C=CC=CC=2)(C2C=CC=CC=2)C2C=CC=CC=2)[P](C2C=CC=CC=2)(C2C=CC=CC=2)C2C=CC=CC=2)(C2C=CC=CC=2)C2C=CC=CC=2)=CC=1>[C:17]([O:16][C@@H:10]([C:4]1[C:5]([CH3:9])=[N:6][C:7]([CH3:8])=[C:2]([C:40]2[CH:39]=[CH:38][C:37]([O:36][CH2:35][C:34]3[CH:33]=[CH:32][C:31]([O:30][CH3:29])=[CH:47][CH:46]=3)=[CH:42][CH:41]=2)[C:3]=1[N:21]1[CH2:26][CH2:25][C:24]([CH3:28])([CH3:27])[CH2:23][CH2:22]1)[C:11]([O:13][CH2:14][CH3:15])=[O:12])([CH3:20])([CH3:19])[CH3:18] |f:2.3.4,^1:62,64,83,102|. Run at time 2 hour. Procedure details: A mixture of (S)-ethyl 2-(5-bromo-4-(4,4-dimethylpiperidin-1-yl)-2,6-dimethylpyridin-3-yl)-2-(tert-butoxy)acetate (0.0454 g, 0.100 mmol), (4-((4-methoxybenzyl)oxy)phenyl)boronic acid (0.039 g, 0.150 mmol) and 2M Na2CO3 (0.125 ml, 0.249 mmol) in DMF 92 mL) was degassed for 10 min. Then, Pd(Ph3P)4 (0.012 g, 9.97 μmol) was added, degassed for 5 min and placed in a oil bath pre-heated to 110 C. After 2 h, cooled and purified by pre-HPLC to afford (S)-ethyl 2-(tert-butoxy)-2-(4-(4,4-dimethylpiperidin... Product: C(C)(C)(C)O[C@H](C(=O)OCC)C=1C(=NC(=C(C1N1CCC(CC1)(C)C)C1=CC=C(C=C1)OCC1=CC=C(C=C1)OC)C)C ((S)-ethyl 2-(tert-butoxy)-2-(4-(4,4-dimethylpiperidin-1-yl)-5-(4-((4-methoxybenzyl)oxy)phenyl)-2,6-dimethylpyridin-3-yl)acetate). Run in CN(C)C=O (DMF). Reactants: BrC=1C(=C(C(=NC1C)C)[C@@H](C(=O)OCC)OC(C)(C)C)N1CCC(CC1)(C)C ((S)-ethyl 2-(5-bromo-4-(4,4-dimethylpiperidin-1-yl)-2,6-dimethylpyridin-3-yl)-2-(tert-butoxy)acetate), COC1=CC=C(COC2=CC=C(C=C2)B(O)O)C=C1 ((4-((4-methoxybenzyl)oxy)phenyl)boronic acid), C(=O)([O-])[O-].[Na+].[Na+] (Na2CO3). The reactants are OC1C(OC2=C(C1C(NC)=S)C=C(C=C2)[N+](=O)[O-])(C)COC (3,4-dihydro-3-hydroxy-2-methoxymethyl-N,2-dimethyl-6-nitro-2H-1-benzopyran-4-carbothioamide), O.C1(=CC=C(C=C1)S(=O)(=O)O)C (p-toluenesulfonic acid monohydrate), C1(=CC=CC=C1)C (toluene). Run in C(C)(=O)OCC (Ethyl acetate). The product is COCC1(OC2=C(C(=C1)C(NC)=S)C=C(C=C2)[N+](=O)[O-])C (2-methoxymethyl-N,2-dimethyl-6-nitro-2H-1-benzopyran-4-carbothioamide). Yield: 70.6%. RXN SMILES: O[CH:2]1[CH:7]([C:8](=[S:11])[NH:9][CH3:10])[C:6]2[CH:12]=[C:13]([N+:16]([O-:18])=[O:17])[CH:14]=[CH:15][C:5]=2[O:4][C:3]1([CH2:20][O:21][CH3:22])[CH3:19].O.C1(C)C=CC(S(O)(=O)=O)=CC=1.C1(C)C=CC=CC=1>C(OCC)(=O)C>[CH3:22][O:21][CH2:20][C:3]1([CH3:19])[CH:2]=[C:7]([C:8](=[S:11])[NH:9][CH3:10])[C:6]2[CH:12]=[C:13]([N+:16]([O-:18])=[O:17])[CH:14]=[CH:15][C:5]=2[O:4]1 |f:1.2|. Procedure details: A mixture of 0.9 g of 3,4-dihydro-3-hydroxy-2-methoxymethyl-N,2-dimethyl-6-nitro-2H-1-benzopyran-4-carbothioamide, 0.12 g of p-toluenesulfonic acid monohydrate and 25 ml of toluene was refluxed with heating for 2 hours. Ethyl acetate was added to the mixture. After it was washed with water and dried, the solvent was distilled. The resultant residue was purified according to silica gel column chromatography (developing solution. MeOH:CH2Cl2 =1:99) to obtain 600 mg of 2-methoxymethyl-N,2-dimethyl-... The reactants are C(C=CC)[C@H]1C(O[C@@H](C1)[C@H](CC(CCO[Si](C1=CC=CC=C1)(C1=CC=CC=C1)C(C)(C)C)(C)C)NC(=O)OC(C)(C)C)=O (3(R)-but-2-enyl-5(S)-[5-tert-butyl-diphenylsilyloxy-1(S)-tert-butoxycarbonylamino-3,3-dimethyl-pentyl]-2-oxo-tetrahydrofuran), C(CCC)NC([C@@H](C[C@H]1[C@@H](N(C(O1)(C=C=O)C)OC(C)(C)C)CC(CCOCC1=CC=CC=C1)(C)C)CC(=C)C)=O (3-[N-tert-butoxy-carbonyl-4(S)-(4-benzyloxy-2,2-dimethylbutyl)-2,2-dimethyl-1,3-oxazolidin-5(S)-yl]-2(R)-[(2-methyl)propen-3-yl]-propionic acid (N-butyl)amide), C(CCC)NC([C@@H](C[C@@H]([C@H](CC(CCO[Si](C1=CC=CC=C1)(C1=CC=CC=C1)C(C)(C)C)(C)C)NC(=O)OC(C)(C)C)O)CC=CC)=O (2(R)-but-2-enyl-9-tert-butyldiphenylsilyloxy-5(S)-tert-butoxycarbonylamino-4(S)-hydroxy-7,7-dimethyl-nonanoic acid (N-butyl)amide), 74c. Product: C(CCC)NC([C@@H](C[C@H]1[C@@H](N(C(O1)(C)C)C(=O)OC(C)(C)C)CC(CCO[Si](C1=CC=CC=C1)(C1=CC=CC=C1)C(C)(C)C)(C)C)CC=CC)=O (3-[N-Tert-butoxycarbonyl-4(S)-(4-Tert-butyl-diphenylsilyloxy-2,2-dimethylbutyl)-2,2-dimethyl-1,3-oxazolidin-5(S)-yl]-2(R)-but-2-enyl-propionic acid (N-butyl)amide). As a reaction SMILES: [CH2:1]([C@@H:5]1C[C@@H]([C@@H](NC(OC(C)(C)C)=O)CC(C)(C)CCO[Si](C(C)(C)C)(C2C=CC=CC=2)C2C=CC=CC=2)OC1=O)[CH:2]=CC.[CH2:44]([NH:48][C:49](=[O:91])[C@H:50]([CH2:87][CH:88]=[CH:89][CH3:90])[CH2:51][C@H:52]([OH:86])[C@@H:53]([NH:78][C:79]([O:81][C:82]([CH3:85])([CH3:84])[CH3:83])=[O:80])[CH2:54][C:55]([CH3:77])([CH3:76])[CH2:56][CH2:57][O:58][Si:59]([C:72]([CH3:75])([CH3:74])[CH3:73])([C:66]1[CH:71]=[CH:70][CH:69]=[CH:68][CH:67]=1)[C:60]1[CH:65]=[CH:64][CH:63]=[CH:62][CH:61]=1)[CH2:45][CH2:46][CH3:47].C(NC(=O)[C@H](CC(C)=C)C[C@@H]1OC(C)(C=C=O)N(OC(C)(C)C)[C@H]1CC(C)(C)CCOCC1C=CC=CC=1)CCC>>[CH2:44]([NH:48][C:49](=[O:91])[C@H:50]([CH2:87][CH:88]=[CH:89][CH3:90])[CH2:51][C@@H:52]1[O:86][C:1]([CH3:5])([CH3:2])[N:78]([C:79]([O:81][C:82]([CH3:85])([CH3:84])[CH3:83])=[O:80])[C@H:53]1[CH2:54][C:55]([CH3:76])([CH3:77])[CH2:56][CH2:57][O:58][Si:59]([C:72]([CH3:74])([CH3:73])[CH3:75])([C:66]1[CH:71]=[CH:70][CH:69]=[CH:68][CH:67]=1)[C:60]1[CH:61]=[CH:62][CH:63]=[CH:64][CH:65]=1)[CH2:45][CH2:46][CH3:47]. Procedure: Starting from 472 mg of 3(R)-but-2-enyl-5(S)-[5-tert-butyl-diphenylsilyloxy-1(S)-tert-butoxycarbonylamino-3,3-dimethyl-pentyl]-2-oxo-tetrahydrofuran via 2(R)-but-2-enyl-9-tert-butyldiphenylsilyloxy-5(S)-tert-butoxycarbonylamino-4(S)-hydroxy-7,7-dimethyl-nonanoic acid (N-butyl)amide (Rf (A)=0.64; FAB-MS: (M+H)+ =681) analogously to Examples 74b and 74c): Rf (B)=0.71; FAB-MS: (M+H)+ =721. The reactants are ClC1=C(C=CC=C1)N1N=C(CC1C1=CC(=CC=C1)C=1CCN(CC1)C(=O)OC(C)(C)C)C(O)(C(F)(F)F)C(F)(F)F (1-(2-chloro-phenyl)-5-[3-(1-BOC-1,2,3,6-tetrahydropyridin-4-yl)-phenyl]-3-[di-(trifluoromethyl)-hydroxy-methyl]-4,5-dihydro-1H-pyrazole), FC(C(=O)O)(F)F (trifluoroacetic acid). Run in ClCCl (dichloromethane). Reaction conditions: time 2 hour. The product is FC(C(=O)O)(F)F.ClC1=C(C=CC=C1)N1N=C(CC1C1=CC(=CC=C1)C=1CCNCC1)C(O)(C(F)(F)F)C(F)(F)F (1-(2-chloro-phenyl)-5-[3-(1,2,3,6-tetrahydropyridin-4-yl)-phenyl]-3-[di-(trifluoromethyl)-hydroxy-methyl]-4,5-dihydro-1H-pyrazole trifluoroacetate). Yield: 111.6%. Reaction SMILES: [Cl:1][C:2]1[CH:7]=[CH:6][CH:5]=[CH:4][C:3]=1[N:8]1[CH:12]([C:13]2[CH:18]=[CH:17][CH:16]=[C:15]([C:19]3[CH2:20][CH2:21][N:22](C(OC(C)(C)C)=O)[CH2:23][CH:24]=3)[CH:14]=2)[CH2:11][C:10]([C:32]([C:38]([F:41])([F:40])[F:39])([C:34]([F:37])([F:36])[F:35])[OH:33])=[N:9]1.[F:42][C:43]([F:48])([F:47])[C:44]([OH:46])=[O:45]>ClCCl>[F:42][C:43]([F:48])([F:47])[C:44]([OH:46])=[O:45].[Cl:1][C:2]1[CH:7]=[CH:6][CH:5]=[CH:4][C:3]=1[N:8]1[CH:12]([C:13]2[CH:18]=[CH:17][CH:16]=[C:15]([C:19]3[CH2:20][CH2:21][NH:22][CH2:23][CH:24]=3)[CH:14]=2)[CH2:11][C:10]([C:32]([C:38]([F:41])([F:39])[F:40])([C:34]([F:35])([F:36])[F:37])[OH:33])=[N:9]1 |f:3.4|. Reported procedure: 1-(2-Chloro-phenyl)-5-[3-(1-BOC-1,2,3,6-tetrahydropyridin-4-yl)-phenyl]-3-[di-(trifluoromethyl)-hydroxy-methyl]-4,5-dihydro-1H-pyrazole (350.0 mg, 0.58 mmol) prepared in Example 229 and trifluoroacetic acid (444.0 uL, 5.79 mmol) were slowly added to dichloromethane (5.8 mL) at 0° C. The reaction mixture was stirred at room temperature for 2 hours and then concentrated under reduced pressure to give 400.0 mg of the titled compound as a yellow liquid. Starting materials: O=C(NCCC=1C=CC=CC1Cl)C(F)(F)F. The reagents and catalysts are O1B(OC(C)(C)C1(C)C)B2OC(C)(C)C(O2)(C)C, O=S(=O)([O-])CC=1C=NC(=CC1)C2=NC=C(C=C2)C.CCCC[N+](CCCC)(CCCC)CCCC, C[OH2+].C[OH2+].C1CC=CCCC=C1.C1CC=CCCC=C1.[Ir].[Ir]. The solvent is O1CCCC1. Run at temperature 50 celsius, time 20 hour. Product: O=C(NCCC1=CC(=CC=C1Cl)B2OC(C)(C)C(O2)(C)C)C(F)(F)F, O=C(NCCC1=CC=C(C=C1Cl)B2OC(C)(C)C(O2)(C)C)C(F)(F)F. The yield is 11.0%. Procedure details: Following general procedure F using 4h (62.9 mg, 0.25 mmol), B2pin2 (127 mg, 0.50 mmol), [Ir(COD)OMe]2 (2.5 mg, 0.00375 mmol) and 1a (3.8 mg, 0.0075 mmol) in THF (1.25 mL). Stirred in vial at 50 °C for 20 hours. Analysis of crude 1 H NMR using internal standard 1,2‐dimethoxyethane showed 7.7:0.43:1 meta:dimeta:para borylation (overall meta:para borylation 8.1:1) in 95% yield (these numbers include a small amount of the meta isomer that had also undergone NH borylation). The crude product was pur...